Dataset: the Open Reaction Database (ORD), a public repository of structured organic reaction records. Task: describe an organic reaction: reactants, conditions, products, and yield Reactants: COC(CC1NC(=O)C1N1C(=O)c2ccccc2C1=O)OC, CC(=O)O. Yields the product O=CCC1NC(=O)C1N1C(=O)c2ccccc2C1=O. Reaction SMILES: [CH3:1][O:2][CH:3]([CH2:4][CH:5]1[CH:6]([N:10]2[C:11](=[O:20])[c:12]3[c:13]([cH:16][cH:17][cH:18][cH:19]3)[C:14]2=[O:15])[C:7](=[O:9])[NH:8]1)[O:21][CH3:22].[CH3:23][C:24](=[O:25])[OH:26]>>[O:2]=[CH:3][CH2:4][CH:5]1[CH:6]([N:10]2[C:11](=[O:20])[c:12]3[c:13]([cH:16][cH:17][cH:18][cH:19]3)[C:14]2=[O:15])[C:7](=[O:9])[NH:8]1. The reactants are S1SC(CC1)CCCCNC(NCCCCC(=O)OC)=O (methyl 5-{3-[4-(1,2-dithiolan-3-yl)butyl]ureido}pentanoate), aqueous solution, [OH-].[Na+] (sodium hydroxide). Solvent: CO (methanol). Yields the product S1SC(CC1)CCCCNC(NCCCCC(=O)O)=O (5-{3-[4-(1,2-Dithiolan-3-yl)butyl]ureido}pentanoic Acid). Isolated yield 80.0%. As a reaction SMILES: [S:1]1[CH2:5][CH2:4][CH:3]([CH2:6][CH2:7][CH2:8][CH2:9][NH:10][C:11](=[O:21])[NH:12][CH2:13][CH2:14][CH2:15][CH2:16][C:17]([O:19]C)=[O:18])[S:2]1.[OH-].[Na+]>CO>[S:1]1[CH2:5][CH2:4][CH:3]([CH2:6][CH2:7][CH2:8][CH2:9][NH:10][C:11](=[O:21])[NH:12][CH2:13][CH2:14][CH2:15][CH2:16][C:17]([OH:19])=[O:18])[S:2]1 |f:1.2|. Reported procedure: The reaction was carried out as described in Example 48, but using 0.30 g of methyl 5-{3-[4-(1,2-dithiolan-3-yl)butyl]ureido}pentanoate (prepared as described in Example 119), 10 ml of methanol and 3.14 ml of a 1 N aqueous solution of sodium hydroxide. The solvent was removed from the reaction mixture by evaporation under reduced pressure, and water was added to the residue. The mixture was neutralized by the addition of 2 N aqueous hydrochloric acid, after which it was extracted with ethyl acet... Starting materials: Methocel, Avicel® PH102, C(C(O)C(O)C(=O)O)(=O)O (tartaric acid), O (water), CCN(CC)CCNC(=O)C=1C=C(C=CC1OC)S(=O)(=O)C (tiapride), Cl (hydrochloride). Reaction SMILES: C(O)(=O)C(C(C(O)=O)O)O.O.[CH3:12][CH2:13][N:14]([CH2:17][CH2:18][NH:19][C:20]([C:22]1[CH:23]=[C:24]([S:30]([CH3:33])(=[O:32])=[O:31])[CH:25]=[CH:26][C:27]=1[O:28][CH3:29])=[O:21])[CH2:15][CH3:16].[ClH:34]>>[CH3:16][CH2:15][N:14]([CH2:17][CH2:18][NH:19][C:20]([C:22]1[CH:23]=[C:24]([S:30]([CH3:33])(=[O:32])=[O:31])[CH:25]=[CH:26][C:27]=1[O:28][CH3:29])=[O:21])[CH2:13][CH3:12].[ClH:34] |f:4.5|. Yields the product CCN(CC)CCNC(=O)C=1C=C(C=CC1OC)S(=O)(=O)C.Cl (Tiapride Hydrochloride). Procedure: Two granules are prepared. For granule 1, Methocel® K100M, Avicel® PH102 and tartaric acid are dry-mixed and then granulated with water in a granulating blender and the granules obtained are then dried. The other components, magnesium stearate, Aerosile® 200 and monosodium carbonate are then dry-added and mixed. For granule 2, tiapride hydrochloride, Methocel® and Avicel® are dry-mixed and are then granulated with water in a granulating blender and the granules obtained are then dried. Magnesium... Starting materials: CN1CCNCC1 (4-methylpiperazine), C([O-])([O-])=O.[K+].[K+] (potassium carbonate), C(#N)C1=CC=C(CBr)C=C1 (4-cyanobenzyl bromide). Run in O1CCCC1 (tetrahydrofuran), O (water). Reaction conditions: time 18 hour. Yields the product CN1CCN(CC1)CC1=CC=C(C#N)C=C1 (4-(4-methyl-1-piperazinylmethyl)benzonitrile). Yield: 34.6%. Reaction SMILES: [CH3:1][N:2]1[CH2:7][CH2:6][NH:5][CH2:4][CH2:3]1.C(=O)([O-])[O-].[K+].[K+].[C:14]([C:16]1[CH:23]=[CH:22][C:19]([CH2:20]Br)=[CH:18][CH:17]=1)#[N:15]>O1CCCC1.O>[CH3:1][N:2]1[CH2:7][CH2:6][N:5]([CH2:20][C:19]2[CH:22]=[CH:23][C:16]([C:14]#[N:15])=[CH:17][CH:18]=2)[CH2:4][CH2:3]1 |f:1.2.3|. Procedure details: Under the argon atmosphere, 4-methylpiperazine (2.00 g, 20.0 mmole) and potassium carbonate (3.41 g, 24.7 mole) were added to a solution of 4-cyanobenzyl bromide (3.20 g, 16.3 mole) in tetrahydrofuran (30 ml). After stirring at room temperature for 18 hours, the mixture was diluted with water and extracted with ethyl acetate. The organic layer was washed with water followed by a saturated aqueous saline, and dried over anhydrous magnesium sulfate. The solvent was removed under reduced pressure t... Starting materials: O (water), S(=O)(Cl)Cl (Thionyl chloride), FC(C(C(=O)O)(C)O)(F)F (3,3,3-trifluoro-2-hydroxy-2-methylpropanoic acid), NC=1SC(=CC1)C(=O)C1=CC=CC=C1 (2-amino-5-(phenylcarbonyl) thiophene). Solvent: CN(C(C)=O)C (N,N-dimethylacetamide). Reaction conditions: time 1 hour. Product: C1(=CC=CC=C1)C(=O)C1=CC=C(S1)NC(C(C(F)(F)F)(C)O)=O (N-[5-(Phenylcarbonyl) thien-2-yl]-3,3,3-tri-fluoro-2-hydroxy-2-methylpropanamide). Reaction SMILES: S(Cl)(Cl)=O.[F:5][C:6]([F:14])([F:13])[C:7]([OH:12])([CH3:11])[C:8](O)=[O:9].[NH2:15][C:16]1[S:17][C:18]([C:21]([C:23]2[CH:28]=[CH:27][CH:26]=[CH:25][CH:24]=2)=[O:22])=[CH:19][CH:20]=1.O>CN(C)C(=O)C>[C:23]1([C:21]([C:18]2[S:17][C:16]([NH:15][C:8](=[O:9])[C:7]([OH:12])([CH3:11])[C:6]([F:14])([F:13])[F:5])=[CH:20][CH:19]=2)=[O:22])[CH:24]=[CH:25][CH:26]=[CH:27][CH:28]=1. Procedure: Thionyl chloride (110 μl, 1.51 mmol) is added to 3,3,3-trifluoro-2-hydroxy-2-methylpropanoic acid (240 mg, 1.52 mmol) in 5 ml of N,N-dimethylacetamide at -15°/-10° C., and the mixture is stirred at this temperature for one hour. Then 2-amino-5-(phenylcarbonyl) thiophene (200 mg, 0.983 mmol) is added and the reaction mixture is equilibrated to room temperature. After the reaction has ended, the reaction mixture is poured into 200 ml of water and subjected to extraction with 3×100 ml of ethyl acet... Isolated yield 128.0%. Reagents/catalysts: Cl[Pd]Cl (PdCl2). Run at temperature 110 celsius. Solvent: CN(C)C=O (DMF). RXN SMILES: Br[C:2]1[CH:3]=[C:4]2[C:8](=[C:9]([Cl:11])[CH:10]=1)[C:7](=[O:12])[N:6]([CH2:13][C:14]#[C:15][C:16]1[CH:21]=[CH:20][CH:19]=[CH:18][CH:17]=1)[CH2:5]2.CC1(C)C(C)(C)OB([C:30]2[CH:31]=[N:32][N:33]([CH2:35][C:36]3[CH:41]=[CH:40][CH:39]=[CH:38][N:37]=3)[CH:34]=2)O1.C([O-])([O-])=O.[K+].[K+].O>CN(C=O)C.Cl[Pd]Cl>[NH3:6].[Cl:11][C:9]1[CH:10]=[C:2]([C:30]2[CH:31]=[N:32][N:33]([CH2:35][C:36]3[CH:41]=[CH:40][CH:39]=[CH:38][N:37]=3)[CH:34]=2)[CH:3]=[C:4]2[C:8]=1[C:7](=[O:12])[N:6]([CH2:13][C:14]#[C:15][C:16]1[CH:21]=[CH:20][CH:19]=[CH:18][CH:17]=1)[CH2:5]2 |f:2.3.4|. The reactants are BrC=1C=C2CN(C(C2=C(C1)Cl)=O)CC#CC1=CC=CC=C1 (5-bromo-7-chloro-2-(3-phenylprop-2-ynyl)-2,3-dihydroisoindol-1-one), CC1(OB(OC1(C)C)C=1C=NN(C1)CC1=NC=CC=C1)C (2-[4-(4,4,5,5-tetramethyl-[1,3,2]-dioxaborolan-2-yl)pyrazol-1-ylmethyl]pyridine), C(=O)([O-])[O-].[K+].[K+] (K2CO3), O (water). The product is N (NH3), ClC=1C=C(C=C2CN(C(C12)=O)CC#CC1=CC=CC=C1)C=1C=NN(C1)CC1=NC=CC=C1 (7-Chloro-2-(3-phenylprop-2-ynyl)-5-(1-pyridin-2-ylmethyl-1H-pyrazol-4-yl)-2,3-dihydroisoindol-1-one). Procedure: To a solution of 5-bromo-7-chloro-2-(3-phenylprop-2-ynyl)-2,3-dihydroisoindol-1-one (60 mg, 0.167 mmol) in DMF (4 mL) was added 2-[4-(4,4,5,5-tetramethyl-[1,3,2]-dioxaborolan-2-yl)pyrazol-1-ylmethyl]pyridine (61.71 mg, 0.216 mmol), PdCl2 (13.57 mg, 0.017 mmol), and K2CO3 (70 mg, 0.5 mmol). The mixture was heated at 110° C. overnight, then poured into water and extracted with EtOAc. The organic phase was washed with brine, dried (Na2SO4), filtered, and concentrated. Column chromatography (4% (2M ... Product: C(C)N1C2=C(N(C(CC1=O)=O)C)C=C(C=C2)OC (1-ethyl-7-methoxy-5-methyl-1,5-dihydrobenzo[b][1,4]diazepine-2,4-dione). Starting materials: COC=1C=CC2=C(N(C(CC(N2)=O)=O)C)C1 (8-Methoxy-1-methyl-1,5-dihydrobenzo[b][1,4]diazepine-2,4-dione), C(C)I (Ethyl iodide), O (Water). Isolated yield 76.7%. Reaction conditions: temperature 0 celsius, time 1 hour. As a reaction SMILES: [CH3:1][O:2][C:3]1[CH:4]=[CH:5][C:6]2[NH:12][C:11](=[O:13])[CH2:10][C:9](=[O:14])[N:8]([CH3:15])[C:7]=2[CH:16]=1.[CH2:17](I)[CH3:18].O>C(OCC)(=O)C>[CH2:17]([N:12]1[C:11](=[O:13])[CH2:10][C:9](=[O:14])[N:8]([CH3:15])[C:7]2[CH:16]=[C:3]([O:2][CH3:1])[CH:4]=[CH:5][C:6]1=2)[CH3:18]. Procedure details: 8-Methoxy-1-methyl-1,5-dihydrobenzo[b][1,4]diazepine-2,4-dione (220 mg) was added to the suspension at the same temperature, and stirred at 0° C. for 1 hour. Ethyl iodide (187 mg) was added to the mixture and stirred at room temperature overnight. Water was added to the reaction mixture, and extraction with ethyl acetate was performed. The organic layer was dried over sodium sulfate, and concentrated under reduced pressure. The residue was purified by silica gel column chromatography (n-hexane:e... The solvent is C(C)(=O)OCC (ethyl acetate). Reactants: O=C1CCC(=O)N1Cl, Clc1nc2ccccc2[nH]1, CN(C)C=O, O. Yields the product Clc1ccc2nc(Cl)[nH]c2c1. As a reaction SMILES: [Cl:11][N:12]1[C:13](=[O:14])[CH2:15][CH2:16][C:17]1=[O:18].[Cl:1][c:2]1[nH:3][c:4]2[c:5]([n:6]1)[cH:7][cH:8][cH:9][cH:10]2.[O:20]=[CH:21][N:22]([CH3:23])[CH3:24].[OH2:19]>>[Cl:1][c:2]1[nH:3][c:4]2[c:5]([n:6]1)[cH:7][cH:8][c:9]([Cl:11])[cH:10]2.